Dataset: the Open Reaction Database (ORD), a public repository of structured organic reaction records. Task: describe an organic reaction: reactants, conditions, products, and yield Reactants: BrCC(=O)OCC (Ethyl bromoacetate), O=S1(CC(CN(C2=C1C=C(C(=C2)SC)O)C2=CC=C(C=C2)Cl)(CCCC)CCCC)=O (1,1-dioxo-3,3-dibutyl-5-(4-chlorophenyl)-7-methylthio-8-hydroxy-2,3,4,5-tetrahydro-1,5-benzothiazepine), C(=O)([O-])[O-].[Na+].[Na+] (Na2CO3). The reagents and catalysts are [Br-].C(CCC)[N+](CCCC)(CCCC)CCCC (tetrabutylammonium bromide). Solvent: CC#N (MeCN). Product: O=S1(CC(CN(C2=C1C=C(C(=C2)SC)OCC(=O)OCC)C2=CC=C(C=C2)Cl)(CCCC)CCCC)=O (1,1-Dioxo-3,3-dibutyl-5-(4-chlorophenyl)-7-methylthio-8-ethoxycarbonylmethoxy-2,3,4,5-tetrahydro-1,5-benzothiazepine). The yield is 86.2%. As a reaction SMILES: Br[CH2:2][C:3]([O:5][CH2:6][CH3:7])=[O:4].[O:8]=[S:9]1(=[O:38])[C:15]2[CH:16]=[C:17]([OH:22])[C:18]([S:20][CH3:21])=[CH:19][C:14]=2[N:13]([C:23]2[CH:28]=[CH:27][C:26]([Cl:29])=[CH:25][CH:24]=2)[CH2:12][C:11]([CH2:34][CH2:35][CH2:36][CH3:37])([CH2:30][CH2:31][CH2:32][CH3:33])[CH2:10]1.C([O-])([O-])=O.[Na+].[Na+]>[Br-].C([N+](CCCC)(CCCC)CCCC)CCC.CC#N>[O:38]=[S:9]1(=[O:8])[C:15]2[CH:16]=[C:17]([O:22][CH2:2][C:3]([O:5][CH2:6][CH3:7])=[O:4])[C:18]([S:20][CH3:21])=[CH:19][C:14]=2[N:13]([C:23]2[CH:28]=[CH:27][C:26]([Cl:29])=[CH:25][CH:24]=2)[CH2:12][C:11]([CH2:34][CH2:35][CH2:36][CH3:37])([CH2:30][CH2:31][CH2:32][CH3:33])[CH2:10]1 |f:2.3.4,5.6|. Procedure details: Ethyl bromoacetate (0.101 g, 0.604 mmol) was added to a mixture of 1,1-dioxo-3,3-dibutyl-5-(4-chlorophenyl)-7-methylthio-8-hydroxy-2,3,4,5-tetrahydro-1,5-benzothiazepine (Method 99; 0.194 g, 0.402 mmol), anhydrous Na2CO3 (0.192 g, 1.81 mmol) and tetrabutylammonium bromide in MeCN (5 ml). The reaction mixture was refluxed for 3.5 hours. The solvent was evaporated under reduced pressure and the residue was extracted with DCM/water. The organic layer was separated, dried and evaporated under reduce...